This data is from the Open Reaction Database (ORD), a public repository of structured organic reaction records. The task is: describe an organic reaction: reactants, conditions, products, and yield The reactants are [F-], FC(Cl)(Cl)Cl, F, Fc1cc(F)nc(F)n1, [Na+]. Product: Fc1nc(F)c(F)c(F)n1. Reaction SMILES: [F-:11].[F:13][C:14]([Cl:15])([Cl:16])[Cl:17].[F:1].[F:2][c:3]1[n:4][c:5]([F:10])[cH:6][c:7]([F:9])[n:8]1.[Na+:12]>>[F:2][c:3]1[n:4][c:5]([F:10])[c:6]([F:11])[c:7]([F:9])[n:8]1. The reactants are C(C)(=O)Cl (Acetyl chloride), C(C)(C)N(CC)C(C)C (N,N-diisopropyl-N-ethylamine), FC=1C=C(C=CC1)CC[C@H]1NCCC1 ((R)-2-[2-(3-fluorophenyl)ethyl]-pyrrolidine), FC=1C=C(C=CC1)CC[C@H]1NCCC1 ((R)-2-[2-(3-fluorophenyl)ethyl]-pyrrolidine). Run in C(Cl)Cl (DCM). Run at time 1.5 hour. Yields the product FC=1C=C(C=CC1)CC[C@H]1N(CCC1)C(C)=O (1-{(R)-2-[2-(3-fluorophenyl)ethyl]-pyrrolidin-1-yl}ethanone). RXN SMILES: [C:1](Cl)(=[O:3])[CH3:2].C(N(C(C)C)CC)(C)C.[F:14][C:15]1[CH:16]=[C:17]([CH2:21][CH2:22][C@@H:23]2[CH2:27][CH2:26][CH2:25][NH:24]2)[CH:18]=[CH:19][CH:20]=1>C(Cl)Cl>[F:14][C:15]1[CH:16]=[C:17]([CH2:21][CH2:22][C@@H:23]2[CH2:27][CH2:26][CH2:25][N:24]2[C:1](=[O:3])[CH3:2])[CH:18]=[CH:19][CH:20]=1. Procedure details: Acetyl chloride (0.29 ml) was added to a solution of N,N-diisopropyl-N-ethylamine (0.71 ml) and (R)-2-[2-(3-fluorophenyl)ethyl]-pyrrolidine (Intermediate 233, 0.39 g) in DCM (30 ml) and the mixture was stirred for 1.5 hours. The mixture was washed with 1M HCl, dried (MgSO4) and filtered. The filtrate was evaporated to dryness to give 1-{(R)-2-[2-(3-fluorophenyl)ethyl]-pyrrolidin-1-yl}ethanone (0.48 g) as an oil. The reactants are C(C1=CC=CC=C1)(=O)Cl (benzoyl chloride), NC(=S)N (thiourea), [S-]C#N.[NH4+] (ammonium thiocyanate), BrC1=C(N)C(=CC=C1)Br (2,6-dibromoaniline). The solvent is CC(=O)C (acetone), CC(=O)C (acetone), CC(=O)C (acetone). Run at time 10 minute. Product: BrC1=C(C(=CC=C1)Br)NC(=S)N (1-(2,6-dibromophenyl)thiourea). As a reaction SMILES: C(Cl)(=O)C1C=CC=CC=1.[S-:10][C:11]#[N:12].[NH4+].[Br:14][C:15]1[CH:21]=[CH:20][CH:19]=[C:18]([Br:22])[C:16]=1[NH2:17].NC(N)=S>CC(C)=O>[Br:14][C:15]1[CH:21]=[CH:20][CH:19]=[C:18]([Br:22])[C:16]=1[NH:17][C:11]([NH2:12])=[S:10] |f:1.2|. Procedure details: A solution of 4.6 ml. of benzoyl chloride in 10 ml. of acetone was added over a period of 5 minutes to a solution of 3.32 g. of ammonium thiocyanate in 60 ml. of dry acetone at reflux. The resulting solution was refluxed for 10 minutes and a solution of 10.0 g. of 2,6-dibromoaniline in 40 ml. of acetone was added over a period of 10 minutes. After 15 minutes at reflux, the reaction mixture was poured onto 300 ml. of water and filtered. The resulting solid was suspended in 30 ml. of 10% sodium hy... As a reaction SMILES: [CH2:5]1[CH2:6][O:7][C:8]2([CH2:9][CH2:10][C:11]([c:14]3[cH:15][n:16][cH:17][cH:18][cH:19]3)([OH:20])[CH2:12][CH2:13]2)[O:21]1.[Na+:23].[OH-:22].[S:1]([Cl:2])([Cl:3])=[O:4].[cH:24]1[cH:25][cH:26][n:27][cH:28][cH:29]1>>[CH2:5]1[CH2:6][O:7][C:8]2([CH2:9][CH:10]=[C:11]([c:14]3[cH:15][n:16][cH:17][cH:18][cH:19]3)[CH2:12][CH2:13]2)[O:21]1. The product is C1=C(c2cccnc2)CCC2(C1)OCCO2. The reactants are OC1(c2cccnc2)CCC2(CC1)OCCO2, [Na+], [OH-], O=S(Cl)Cl, c1ccncc1. Reactants: CCOC(=O)C1=Cc2ccc(C(F)(F)C(F)(F)F)cc2N=C(C(=O)OC(C)(C)C)C1, C1CCOC1, [Li+], [OH-], O, O. Yields the product CC(C)(C)OC(=O)C1=Nc2cc(C(F)(F)C(F)(F)F)ccc2C=C(C(=O)O)C1. Reaction SMILES: [C:1]([CH3:2])([CH3:3])([CH3:4])[O:5][C:6](=[O:7])[C:8]1=[N:14][c:13]2[c:12]([cH:18][cH:17][c:16]([C:19]([C:20]([F:21])([F:22])[F:23])([F:24])[F:25])[cH:15]2)[CH:11]=[C:10]([C:26](=[O:27])[O:28][CH2:29][CH3:30])[CH2:9]1.[CH2:34]1[O:35][CH2:36][CH2:37][CH2:38]1.[Li+:32].[OH-:31].[OH2:33].[OH2:39]>>[C:1]([CH3:2])([CH3:3])([CH3:4])[O:5][C:6](=[O:7])[C:8]1=[N:14][c:13]2[c:12]([cH:18][cH:17][c:16]([C:19]([C:20]([F:21])([F:22])[F:23])([F:24])[F:25])[cH:15]2)[CH:11]=[C:10]([C:26](=[O:27])[OH:28])[CH2:9]1. Reactants: base, N#CBr (cyanogen bromide), C([O-])([O-])=O.[K+].[K+] (potassium carbonate), FC1=C(C=CC=C1)N1N=C(C2=CC=CC=C12)C1CCN(CC1)C (1-(2-fluorophenyl)-3-(1-methyl-4-piperidinyl)-1H-indazole), O (H2O). The solvent is CS(=O)C (dimethylsulfoxide), CS(=O)C (dimethylsulfoxide). Conditions: time 2.5 day. The product is FC1=C(C=CC=C1)N1N=C(C2=CC=CC=C12)C1CCN(CC1)C#N (4-[1-(2-fluorophenyl)-1H-indazol-3-yl]piperidine-1-carbonitrile). Yield: 31.0%. RXN SMILES: [N:1]#[C:2]Br.C(=O)([O-])[O-].[K+].[K+].[F:10][C:11]1[CH:16]=[CH:15][CH:14]=[CH:13][C:12]=1[N:17]1[C:25]2[C:20](=[CH:21][CH:22]=[CH:23][CH:24]=2)[C:19]([CH:26]2[CH2:31][CH2:30][N:29](C)[CH2:28][CH2:27]2)=[N:18]1.O>CS(C)=O>[F:10][C:11]1[CH:16]=[CH:15][CH:14]=[CH:13][C:12]=1[N:17]1[C:25]2[C:20](=[CH:21][CH:22]=[CH:23][CH:24]=2)[C:19]([CH:26]2[CH2:31][CH2:30][N:29]([C:2]#[N:1])[CH2:28][CH2:27]2)=[N:18]1 |f:1.2.3|. Reported procedure: To a stirred mixture of cyanogen bromide (15.5 g, 0.146 moles) and potassium carbonate (23.7 g, 0.167 moles) in dimethylsulfoxide (DMSO) [300 ml] was added dropwise a solution of 1-(2-fluorophenyl)-3-(1-methyl-4-piperidinyl)-1H-indazole, the free base of example 36, (42.0 g, 0.137 moles) in dimethylsulfoxide (40 ml). The reaction temperature rose to 36° C. and the mixture was stirred at ambient temperature for 2.5 days. The reaction mixture was then poured into H2O and the product extracted with...